From a dataset of the Open Reaction Database (ORD), a public repository of structured organic reaction records. describe an organic reaction: reactants, conditions, products, and yield The reactants are C1=CCNC1, ClC(Cl)Cl, CCN(C(C)C)C(C)C, O=C(Cl)OCc1ccccc1. Yields the product O=C(OCc1ccccc1)N1CC=CC1. RXN SMILES: [CH2:1]1[NH:2][CH2:3][CH:4]=[CH:5]1.[CH:26]([Cl:27])([Cl:28])[Cl:29].[CH:6]([N:7]([CH2:8][CH3:9])[CH:10]([CH3:11])[CH3:12])([CH3:13])[CH3:14].[Cl:15][C:16](=[O:17])[O:18][CH2:19][c:20]1[cH:21][cH:22][cH:23][cH:24][cH:25]1>>[CH2:1]1[N:2]([C:16](=[O:17])[O:18][CH2:19][c:20]2[cH:21][cH:22][cH:23][cH:24][cH:25]2)[CH2:3][CH:4]=[CH:5]1. Starting materials: BrC(CCCC(=O)OCC)C(=O)C1=CC=C(C2=CC=CC=C12)F (ethyl 5-bromo-6-(4-fluoro-1-naphthyl)-6-oxohexanoate), C(=O)[O-].[Na+] (sodium formate), CO (methanol). The solvent is C(C)(=O)OCC (ethyl acetate). Product: FC1=CC=C(C2=CC=CC=C12)C(C(CCCC(=O)OCC)O)=O (ethyl 6-(4-fluoro-1-naphthyl)-5-hydroxy-6-oxohexanoate), oil. Yield: 65.0%. RXN SMILES: Br[CH:2]([C:11]([C:13]1[C:22]2[C:17](=[CH:18][CH:19]=[CH:20][CH:21]=2)[C:16]([F:23])=[CH:15][CH:14]=1)=[O:12])[CH2:3][CH2:4][CH2:5][C:6]([O:8][CH2:9][CH3:10])=[O:7].C([O-])=[O:25].[Na+].CO>C(OCC)(=O)C>[F:23][C:16]1[C:17]2[C:22](=[CH:21][CH:20]=[CH:19][CH:18]=2)[C:13]([C:11](=[O:12])[CH:2]([OH:25])[CH2:3][CH2:4][CH2:5][C:6]([O:8][CH2:9][CH3:10])=[O:7])=[CH:14][CH:15]=1 |f:1.2|. Procedure: A mixture of ethyl 5-bromo-6-(4-fluoro-1-naphthyl)-6-oxohexanoate (34.3 g), sodium formate (34.0 g) and methanol (150 ml) was stirred with heating under reflux for 16 hours. The reaction mixture was diluted with ethyl acetate (500 ml) and washed with water (200 ml×2). The organic layer was dried over anhydrous magnesium sulfate and concentrated. The residue was subjected to silica gel column chromatography, and ethyl 6-(4-fluoro-1-naphthyl)-5-hydroxy-6-oxohexanoate was obtained as a yellow oil (...